This data is from the Open Reaction Database (ORD), a public repository of structured organic reaction records. The task is: describe an organic reaction: reactants, conditions, products, and yield Product: CCOC(=O)c1[nH]cc2c1NC1=C(C(=O)CNC1)C2c1ccc(Sc2nc3cc(F)ccc3[nH]2)o1, Cl. The reactants are CCOC(=O)c1[nH]cc2c1NC1=C(C(=O)CN(OC(C)(C)C)C1)C2c1ccc(Sc2nc3cc(F)ccc3[nH]2)o1, Cl, C1COCCO1. As a reaction SMILES: [CH2:1]([CH3:2])[O:3][C:4](=[O:5])[c:6]1[nH:7][cH:8][c:9]2[c:10]1[NH:11][C:12]1=[C:17]([C:16](=[O:35])[CH2:15][N:14]([O:36][C:37]([CH3:38])([CH3:39])[CH3:40])[CH2:13]1)[CH:18]2[c:19]1[o:20][c:21]([S:24][c:25]2[n:26][c:27]3[c:28]([nH:29]2)[cH:30][cH:31][c:32]([F:34])[cH:33]3)[cH:22][cH:23]1.[ClH:41].[O:42]1[CH2:43][CH2:44][O:45][CH2:46][CH2:47]1>>[CH2:1]([CH3:2])[O:3][C:4](=[O:5])[c:6]1[nH:7][cH:8][c:9]2[c:10]1[NH:11][C:12]1=[C:17]([C:16](=[O:35])[CH2:15][NH:14][CH2:13]1)[CH:18]2[c:19]1[o:20][c:21]([S:24][c:25]2[n:26][c:27]3[c:28]([nH:29]2)[cH:30][cH:31][c:32]([F:34])[cH:33]3)[cH:22][cH:23]1.[ClH:41]. Starting materials: [H][H] (hydrogen), stainless steel, ClC(C(OC=1C=CC(=NC1)N=NC1=CC=C(C=C1)[N+](=O)[O-])(F)F)F (5-(2-chloro-1,1,2-trifluoroethoxy)-2-(4-nitrophenylazo)pyridine), C (charcoal). Reagents/catalysts: [Pd] (palladium). The solvent is C(C)(=O)O (acetic acid). The product is NC1=NC=C(C=C1)OC(C(F)Cl)(F)F (2-amino-5-(2-chloro-1,1,2-trifluoroethoxy)pyridine). Reaction SMILES: [Cl:1][CH:2]([F:24])[C:3]([F:23])([F:22])[O:4][C:5]1[CH:6]=[CH:7][C:8]([N:11]=NC2C=CC([N+]([O-])=O)=CC=2)=[N:9][CH:10]=1.C.[H][H]>C(O)(=O)C.[Pd]>[NH2:11][C:8]1[CH:7]=[CH:6][C:5]([O:4][C:3]([F:23])([F:22])[CH:2]([Cl:1])[F:24])=[CH:10][N:9]=1. Procedure details: In a 1 liter VA stainless steel autoclave, 85.1 g (0.24 mol) of 5-(2-chloro-1,1,2-trifluoroethoxy)-2-(4-nitrophenylazo)pyridine were hydrogenated in 600 ml of acetic acid, with addition of 10 g of palladium (10%) on activated charcoal, using 61 bar (take-up) of hydrogen at 20°-25° C. The mixture was filtered and the solvent removed by distillation on a rotary evaporator. The residue was taken up in 500 ml of dichloromethane, washed with 100 ml of 20% strength aqueous sodium carbonate and four ti...